This data is from the Open Reaction Database (ORD), a public repository of structured organic reaction records. The task is: describe an organic reaction: reactants, conditions, products, and yield The reactants are C(C)(C)(C)N1C=C(C(C2=CC(=C(C(=C12)OC)F)F)=O)C(=O)OCC (ethyl 1-tert-butyl-6,7-difluoro-1,4-dihydro-8-methoxy-4-oxoquinoline-3-carboxylate). Solvent: C(Cl)Cl (CH2Cl2), FC(C(=O)O)(F)F (trifluoroacetic acid). Product: FC=1C=C2C(C(=CNC2=C(C1F)OC)C(=O)OCC)=O (ethyl 6,7-difluoro-1,4-dihydro-8-methoxy-4-oxoquinoline-3-carboxylate). Yield: 99.9%. Reaction SMILES: C([N:5]1[C:14]2[C:9](=[CH:10][C:11]([F:18])=[C:12]([F:17])[C:13]=2[O:15][CH3:16])[C:8](=[O:19])[C:7]([C:20]([O:22][CH2:23][CH3:24])=[O:21])=[CH:6]1)(C)(C)C>C(Cl)Cl.FC(F)(F)C(O)=O>[F:18][C:11]1[CH:10]=[C:9]2[C:14](=[C:13]([O:15][CH3:16])[C:12]=1[F:17])[NH:5][CH:6]=[C:7]([C:20]([O:22][CH2:23][CH3:24])=[O:21])[C:8]2=[O:19]. Procedure: A solution of ethyl 1-tert-butyl-6,7-difluoro-1,4-dihydro-8-methoxy-4-oxoquinoline-3-carboxylate (4.00 g, 11.8 mmol) in CH2Cl2 (20 mL) and trifluoroacetic acid (4.0 mL) was stirred at 0° C. for 30 min. The mixture was concentrated in vacuo and poured into 500 mL of ice-water. The resulting precipitate was removed by filtration, washed with water and then dried to yield ethyl 6,7-difluoro-1,4-dihydro-8-methoxy-4-oxoquinoline-3-carboxylate (3.34 g, quant) as a colorless solid. The reactants are C(C)OC(=O)[C@H]1CC[C@H](CC1)NC(=O)C1(CCCC1)CC(C(=O)O)C1C=CCCC1 (3-{1-[(cis-4-Ethoxycarbonyl-cyclohexyl)carbamoyl]cyclopentyl}-2-(cyclohex-2-enyl)propanoic acid). The reagents and catalysts are [Pd] (palladium on charcoal). Run in C(C)O (ethanol). The product is C(C)OC(=O)[C@H]1CC[C@H](CC1)NC(=O)C1(CCCC1)CC(C(=O)O)C1CCCCC1 (3-{1-[(cis-4-Ethoxycarbonyl-cyclohexyl)carbamoyl]cyclopentyl}-2-(cyclohexyl)propanoic acid). The yield is 96.8%. RXN SMILES: [CH2:1]([O:3][C:4]([C@@H:6]1[CH2:11][CH2:10][C@H:9]([NH:12][C:13]([C:15]2([CH2:20][CH:21]([CH:25]3[CH2:30][CH2:29][CH2:28][CH:27]=[CH:26]3)[C:22]([OH:24])=[O:23])[CH2:19][CH2:18][CH2:17][CH2:16]2)=[O:14])[CH2:8][CH2:7]1)=[O:5])[CH3:2]>C(O)C.[Pd]>[CH2:1]([O:3][C:4]([C@@H:6]1[CH2:7][CH2:8][C@H:9]([NH:12][C:13]([C:15]2([CH2:20][CH:21]([CH:25]3[CH2:30][CH2:29][CH2:28][CH2:27][CH2:26]3)[C:22]([OH:24])=[O:23])[CH2:16][CH2:17][CH2:18][CH2:19]2)=[O:14])[CH2:10][CH2:11]1)=[O:5])[CH3:2]. Procedure: 3-{1-[(cis-4-Ethoxycarbonyl-cyclohexyl)carbamoyl]cyclopentyl}-2-(cyclohex-2-enyl)propanoic acid (185 mg, 0.441 mmol) was dissolved in absolute ethanol (50 ml) and hydrogenated at 50 p.s.i. (3.45 bar) over 5% palladium on charcoal (10 mg) as catalyst. The solution was filtered and the solvent evaporated to give the title compound as a colourless gum (180 mg, 97%). Found: C,65.56; H,9.05; N,3.31. C24H39NO5.H2O requires C,65.57; H,9.39; N,3.18%.